From a dataset of the Open Reaction Database (ORD), a public repository of structured organic reaction records. describe an organic reaction: reactants, conditions, products, and yield The reactants are CCN(C(C)C)C(C)C (DIPEA), N(=[N+]=[N-])C1=CC=C(C(=O)O)C=C1 (4-azidobenzoic acid), C(C(=O)Cl)(=O)Cl (oxalyl chloride), COC(COC1=NC=C(C=C1)N)=O ((5-amino-pyridin-2-yloxy)-acetic acid methyl ester). Solvent: CN(C)C=O (DMF), C(Cl)Cl (DCM), C(C)(=O)OCC (ethyl acetate). Conditions: time 20 minute. Yields the product COC(COC1=NC=C(C=C1)NC(C1=CC=C(C=C1)N=[N+]=[N-])=O)=O ((5-(4-azido-benzoylamino)pyridin-2-yloxy)acetic acid methyl ester). The yield is 40.7%. RXN SMILES: [N:1]([C:4]1[CH:12]=[CH:11][C:7]([C:8]([OH:10])=O)=[CH:6][CH:5]=1)=[N+:2]=[N-:3].C(Cl)(=O)C(Cl)=O.[CH3:19][O:20][C:21](=[O:31])[CH2:22][O:23][C:24]1[CH:29]=[CH:28][C:27]([NH2:30])=[CH:26][N:25]=1.CCN(C(C)C)C(C)C>C(Cl)Cl.C(OCC)(=O)C.CN(C=O)C>[CH3:19][O:20][C:21](=[O:31])[CH2:22][O:23][C:24]1[CH:29]=[CH:28][C:27]([NH:30][C:8](=[O:10])[C:7]2[CH:6]=[CH:5][C:4]([N:1]=[N+:2]=[N-:3])=[CH:12][CH:11]=2)=[CH:26][N:25]=1. Procedure: To a mixture of 4-azidobenzoic acid (200 mg, 1.23 mmol) and oxalyl chloride (5 mL) was added a catalytic quantity of DMF (50 μL). The reaction mixture was stirred for 20 minutes and was concentrated in vacuo. Benzene (20 mL) was added and the mixture was again concentrated in vacuo. The resulting residue was dissolved in DCM (5 mL) and was treated with (5-amino-pyridin-2-yloxy)-acetic acid methyl ester (242 mg, 1.33 mmol) followed by DIPEA (427 μL, 2.46 mmol). The reaction mixture was stirred fo... Reactants: C12C(CCC(C1(C)C)C2)(C)SC=2SC(=NN2)S (2-(2-pinanylthio)-5-mercapto-1,3,4-thiadiazole), SC=1SC(=NN1)S (2,5-Dimercapto-1,3,4-thiadiazole), CC1=CCC2CC1C2(C)C (alphapinene), O1CC1CCCCCCCCCCCCCC (1,2-epoxyhexadecane), purified intermediate. Solvent: C(C)(C)O (isopropanol). Reaction conditions: temperature 120 celsius. Yields the product C12C(CCC(C1(C)C)C2)(C)SC=2SC(=NN2)SCC(CCCCCCCCCCCCCC)O (2-(2-Pinanylthio)-5-(2-hydroxyhexadecylthio)-1,3,4-thiadiazole). Reaction SMILES: SC1SC(S)=NN=1.CC1C2C(C)(C)C(C2)CC=1.[CH:18]12[CH2:26][CH:22]([C:23]1([CH3:25])[CH3:24])[CH2:21][CH2:20][C:19]2([S:28][C:29]1[S:30][C:31]([SH:34])=[N:32][N:33]=1)[CH3:27].[O:35]1[CH:37]([CH2:38][CH2:39][CH2:40][CH2:41][CH2:42][CH2:43][CH2:44][CH2:45][CH2:46][CH2:47][CH2:48][CH2:49][CH2:50][CH3:51])[CH2:36]1>C(O)(C)C>[CH:18]12[CH2:26][CH:22]([C:23]1([CH3:24])[CH3:25])[CH2:21][CH2:20][C:19]2([S:28][C:29]1[S:30][C:31]([S:34][CH2:36][CH:37]([OH:35])[CH2:38][CH2:39][CH2:40][CH2:41][CH2:42][CH2:43][CH2:44][CH2:45][CH2:46][CH2:47][CH2:48][CH2:49][CH2:50][CH3:51])=[N:32][N:33]=1)[CH3:27]. Reported procedure: 2,5-Dimercapto-1,3,4-thiadiazole (161.3 g, 1.08 mol) and alphapinene (161.3 g, 1.18 mol) were charged to a reaction vessel and cautiously heated to 120° C. (exothermic reaction). The reaction was maintained at 135° C. for one hour. The intermediate product was stripped under vacuum at 135° C. to remove any unreacted pinene and filtered hot. Methanol (200 ml), hexane (150 ml) and water (15 ml) were charged. The hexane layer was removed and discharded. The methanol layer was stripped of methanol b... Reactants: CN(C)C=O, ClCc1cc(Cl)ccn1, Nc1ccc(-c2cc(Cc3ccc(O)cc3)no2)c(N)n1, [Na+], C1CCOC1, [OH-]. Yields the product Nc1ccc(-c2cc(Cc3ccc(OCc4cc(Cl)ccn4)cc3)no2)c(N)n1. RXN SMILES: [CH3:38][N:39]([CH3:40])[CH:41]=[O:42].[Cl:29][c:30]1[cH:31][c:32]([CH2:36][Cl:37])[n:33][cH:34][cH:35]1.[NH2:6][c:7]1[n:8][c:9]([NH2:26])[cH:10][cH:11][c:12]1-[c:13]1[cH:14][c:15]([CH2:18][c:19]2[cH:20][cH:21][c:22]([OH:25])[cH:23][cH:24]2)[n:16][o:17]1.[Na+:28].[O:1]1[CH2:2][CH2:3][CH2:4][CH2:5]1.[OH-:27]>>[NH2:6][c:7]1[n:8][c:9]([NH2:26])[cH:10][cH:11][c:12]1-[c:13]1[cH:14][c:15]([CH2:18][c:19]2[cH:20][cH:21][c:22]([O:25][CH2:36][c:32]3[cH:31][c:30]([Cl:29])[cH:35][cH:34][n:33]3)[cH:23][cH:24]2)[n:16][o:17]1. Reactants: CCO, COc1ccc(C2CCC(=O)N2)cc1OCC(O)CN1CCN(c2ccccc2)CC1. Yields the product c1ccc(N2CCNCC2)cc1, COc1ccc(C2CCC(=O)N2)cc1OCC1CO1. RXN SMILES: [CH3:32][CH2:33][OH:34].[OH:1][CH:2]([CH2:3][O:4][c:5]1[cH:6][c:7]([CH:13]2[CH2:14][CH2:15][C:16](=[O:18])[NH:17]2)[cH:8][cH:9][c:10]1[O:11][CH3:12])[CH2:19][N:20]1[CH2:21][CH2:22][N:23]([c:26]2[cH:27][cH:28][cH:29][cH:30][cH:31]2)[CH2:24][CH2:25]1>>[NH:20]1[CH2:21][CH2:22][N:23]([c:26]2[cH:27][cH:28][cH:29][cH:30][cH:31]2)[CH2:24][CH2:25]1.[O:1]1[CH:2]([CH2:3][O:4][c:5]2[cH:6][c:7]([CH:13]3[CH2:14][CH2:15][C:16](=[O:18])[NH:17]3)[cH:8][cH:9][c:10]2[O:11][CH3:12])[CH2:19]1. Starting materials: C(C1=CC=CC=C1)OC=1C(=NC=CC1)NC=1SC=C(N1)CCC(=O)OC (Methyl 3-(2-(3-(benzyloxy)pyridin-2-ylamino)thiazol-4-yl)propanoate), O.[OH-].[Li+] (lithium hydroxide monohydrate). The solvent is C1CCOC1 (THF), O (water). Conditions: time 18 hour. The product is C(C1=CC=CC=C1)OC=1C(=NC=CC1)NC=1SC=C(N1)CCC(=O)O (3-(2-(3-(Benzyloxy)pyridin-2-ylamino)thiazol-4-yl)propanoic acid). The yield is 93.2%. As a reaction SMILES: [CH2:1]([O:8][C:9]1[C:10]([NH:15][C:16]2[S:17][CH:18]=[C:19]([CH2:21][CH2:22][C:23]([O:25]C)=[O:24])[N:20]=2)=[N:11][CH:12]=[CH:13][CH:14]=1)[C:2]1[CH:7]=[CH:6][CH:5]=[CH:4][CH:3]=1.O.[OH-].[Li+]>C1COCC1.O>[CH2:1]([O:8][C:9]1[C:10]([NH:15][C:16]2[S:17][CH:18]=[C:19]([CH2:21][CH2:22][C:23]([OH:25])=[O:24])[N:20]=2)=[N:11][CH:12]=[CH:13][CH:14]=1)[C:2]1[CH:3]=[CH:4][CH:5]=[CH:6][CH:7]=1 |f:1.2.3|. Reported procedure: Methyl 3-(2-(3-(benzyloxy)pyridin-2-ylamino)thiazol-4-yl)propanoate (2.00 g, 5.41 mmol) was dissolved in THF (5 mL), and a solution of lithium hydroxide monohydrate (469 mg, 11.18 mmol) in water (1 mL) was added at room temperature. The resulting mixture was stirred at room temperature for 18 hours. The mixture was concentrated in vacuo to remove most of the THF, and the resulting aqueous phase was acidified to pH 3 with 2 M aqueous HCl. The resulting cloudy mixture was extracted with CH2Cl2 (3×... The reactants are C1(=CC=CC=C1)OC(=O)Cl (Chloroformic acid phenyl ester), N1=CC=CC=C1 (pyridine), NCCC1=CNC2=CC=CC=C12 (tryptamine). Run in C(Cl)Cl (DCM). Conditions: time 24 hour. The product is C1(=CC=CC=C1)OC(NCCC1=CNC2=CC=CC=C12)=O ([2-(1H-Indol-3-yl)ethyl]carbamic acid phenyl ester). Reaction SMILES: [C:1]1([O:7][C:8](Cl)=[O:9])[CH:6]=[CH:5][CH:4]=[CH:3][CH:2]=1.N1C=CC=CC=1.[NH2:17][CH2:18][CH2:19][C:20]1[C:28]2[C:23](=[CH:24][CH:25]=[CH:26][CH:27]=2)[NH:22][CH:21]=1>C(Cl)Cl>[C:1]1([O:7][C:8](=[O:9])[NH:17][CH2:18][CH2:19][C:20]2[C:28]3[C:23](=[CH:24][CH:25]=[CH:26][CH:27]=3)[NH:22][CH:21]=2)[CH:6]=[CH:5][CH:4]=[CH:3][CH:2]=1. Procedure details: Chloroformic acid phenyl ester (3.29 g, 21.0 mmol.) and pyridine (1.74 g, 22.0 mmol.) were added to a solution of tryptamine (2-(1H-indol-3-yl)ethylamine, 3.2 g, 20.0 mmol.) in abs. DCM (50 ml), and stirring was carried out for 24 h at RT. For working up, the mixture was washed with water (2×20 ml), 1M HCl (2×20 ml) and 1M NaOH (2×20 ml), and the organic phase was dried, filtered and concentrated. [2-(1H-Indol-3-yl)ethyl]carbamic acid phenyl ester was obtained in a yield of 5.58 g (white solid, ... Starting materials: [Mg] (magnesium), ClC=1C=C2C(C(NC2=CC1)=O)=O (5-chloroisatin), [Mg] (magnesium), BrC1=C(C=CC=C1)C (1-bromo-2-methylbenzene), CCOCC (ether). Solvent: O (water), C1CCOC1 (THF). Conditions: time 4 hour. Yields the product CC1=C(C=CC=C1)[Mg]Br (2-methylphenylmagnesium bromide), ClC=1C=C2C(C(NC2=CC1)=O)(C1=C(C=CC=C1)C)O (5-Chloro-1,3-dihydro-3-hydroxy-3-(2-methylphenyl)indol-2-one). The yield is 126.4%. Reaction SMILES: [Mg:1].[Br:2][C:3]1[CH:8]=[CH:7][CH:6]=[CH:5][C:4]=1[CH3:9].CCOCC.[Cl:15][C:16]1[CH:17]=[C:18]2[C:22](=[CH:23][CH:24]=1)[NH:21][C:20](=[O:25])[C:19]2=[O:26]>O.C1COCC1>[CH3:19][C:18]1[CH:22]=[CH:23][CH:24]=[CH:16][C:17]=1[Mg:1][Br:2].[Cl:15][C:16]1[CH:17]=[C:18]2[C:22](=[CH:23][CH:24]=1)[NH:21][C:20](=[O:25])[C:19]2([OH:26])[C:3]1[CH:8]=[CH:7][CH:6]=[CH:5][C:4]=1[CH3:9]. Procedure: A solution of 2-methylphenylmagnesium bromide is prepared from 2.7 g of magnesium, 19 g of 1-bromo-2-methylbenzene and 100 ml of ether. A mixture of 5.04 g of 5-chloroisatin and 100 ml of THF is cooled in an ice bath under an argon atmosphere and the solution of magnesium compound prepared above is added slowly. After stirring for 4 hours, water is added and the solvents are evaporated off under vacuum. The residue is extracted with AcOEt, the precipitate formed is filtered off and the organic p... The reactants are [Cl-].[Al+3].[Cl-].[Cl-] (aluminum chloride), C1(CCCCC1)C1=CC=CC=C1 (cyclohexylbenzene), C(C)(=O)Cl (acetyl chloride), ice, O (water). Solvent: ClCCl (dichloromethane), ClCCl (dichloromethane). The product is C1CCC(CC1)CC(=O)C1=CC=CC=C1 (4-Cyclohexyl acetophenone). RXN SMILES: [Cl-].[Al+3].[Cl-].[Cl-].[C:5](Cl)(=O)[CH3:6].[CH:9]1([C:15]2[CH:20]=[CH:19][CH:18]=[CH:17][CH:16]=2)[CH2:14][CH2:13][CH2:12][CH2:11][CH2:10]1.[OH2:21]>ClCCl>[CH2:18]1[CH2:17][CH2:16][CH:15]([CH2:9][C:14]([C:13]2[CH:12]=[CH:11][CH:10]=[CH:6][CH:5]=2)=[O:21])[CH2:20][CH2:19]1 |f:0.1.2.3|. Procedure details: There was introduced to a 1 liter 3-neck flask under nitrogen atmosphere 41.7 g (0.312 Mol) of aluminum chloride, followed by 250 ml of dichloromethane. The mixture was cooled in an ice bath and 39.3 g (0.5 Mol) of acetyl chloride was added dropwise. This was followed by dropwise addition of 40.0 g of cyclohexylbenzene in 100 ml of dichloromethane. Fifteen minutes after addition was complete, 25 g of ice and then 25 ml of water were added to the reaction mixture, whereupon a thick white solid fo...